This data is from the Open Reaction Database (ORD), a public repository of structured organic reaction records. The task is: describe an organic reaction: reactants, conditions, products, and yield Reactants: CSC(=C[N+](=O)[O-])SC, CCO, Cl, Cl, CONCCCN. Yields the product CON1CCCNC1=C[N+](=O)[O-]. RXN SMILES: [CH3:10][S:11][C:12](=[CH:13][N+:14](=[O:15])[O-:16])[S:17][CH3:18].[CH3:19][CH2:20][OH:21].[ClH:1].[ClH:2].[NH2:3][CH2:4][CH2:5][CH2:6][NH:7][O:8][CH3:9]>>[NH:3]1[CH2:4][CH2:5][CH2:6][N:7]([O:8][CH3:9])[C:12]1=[CH:13][N+:14](=[O:15])[O-:16]. Reactants: COC(C=1OC2=C(C(C1)=O)C=CC=C2)OC (2-(dimethoxymethyl)-4H-1-benzopyran- 4-one). The solvent is Cl (hydrochloric acid). Yields the product O1C(=CC(C2=C1C=CC=C2)=O)C=O (4H-1-Benzopyran-4-one-2-carboxaldehyde). The yield is 81.6%. Reaction SMILES: C[O:2][CH:3](OC)[C:4]1[O:5][C:6]2[CH:14]=[CH:13][CH:12]=[CH:11][C:7]=2[C:8](=[O:10])[CH:9]=1>Cl>[O:5]1[C:6]2[CH:14]=[CH:13][CH:12]=[CH:11][C:7]=2[C:8](=[O:10])[CH:9]=[C:4]1[CH:3]=[O:2]. Reported procedure: A stirred solution of 2-(dimethoxymethyl)-4H-1-benzopyran- 4-one (1.1 g, 0.005 m) in 5 N hydrochloric acid (20 ml) was heated at 100° for 3 hours. The reaction mixture was cooled and extracted with CHCl3. The extracts were dried over MgSO4 and evaporated under reduced pressure to give a crystalline product. Recrystallization from ethyl acetate gave off-white crystals (710 mg, 81%), m.p. 159°-161°. Starting materials: N(=NC(=O)OCC)C(=O)OCC (diethyl azodicarboxylate), C1(=CC=CC=C1)P(C1=CC=CC=C1)C1=CC=CC=C1 (triphenylphosphine), C(C)(C)(C)C1=CC(=C(C=C1)C1=CC=C(C(=N1)F)O)O[SiH](C1=CC=CC=C1)C1=CC=CC=C1 (6-(4-tert.-butyldiphenylsilyloxyphenyl)-2-fluoro-3-hydroxypyridine), C(CCCCCCC)O (1-octanol). The solvent is O1CCCC1 (tetrahydrofuran). Conditions: time 30 minute. The product is C(C)(C)(C)C1=CC(=C(C=C1)C1=CC=C(C(=N1)F)OCCCCCCCC)O[SiH](C1=CC=CC=C1)C1=CC=CC=C1 (6-(4-tert.-butyldiphenylsilyloxyphenyl)-2-fluoro-3-octyloxypyridine). Isolated yield 98.4%. RXN SMILES: N(C(OCC)=O)=NC(OCC)=O.C1(P(C2C=CC=CC=2)C2C=CC=CC=2)C=CC=CC=1.[C:32]([C:36]1[CH:41]=[CH:40][C:39]([C:42]2[N:47]=[C:46]([F:48])[C:45]([OH:49])=[CH:44][CH:43]=2)=[C:38]([O:50][SiH:51]([C:58]2[CH:63]=[CH:62][CH:61]=[CH:60][CH:59]=2)[C:52]2[CH:57]=[CH:56][CH:55]=[CH:54][CH:53]=2)[CH:37]=1)([CH3:35])([CH3:34])[CH3:33].[CH2:64](O)[CH2:65][CH2:66][CH2:67][CH2:68][CH2:69][CH2:70][CH3:71]>O1CCCC1>[C:32]([C:36]1[CH:41]=[CH:40][C:39]([C:42]2[N:47]=[C:46]([F:48])[C:45]([O:49][CH2:64][CH2:65][CH2:66][CH2:67][CH2:68][CH2:69][CH2:70][CH3:71])=[CH:44][CH:43]=2)=[C:38]([O:50][SiH:51]([C:58]2[CH:63]=[CH:62][CH:61]=[CH:60][CH:59]=2)[C:52]2[CH:53]=[CH:54][CH:55]=[CH:56][CH:57]=2)[CH:37]=1)([CH3:35])([CH3:33])[CH3:34]. Procedure details: 2.30 g (13.35 mmol) of diethyl azodicarboxylate are added dropwise at 0° C. to 3.47 g (13.35 mmol) of triphenylphosphine in 100 ml of tetrahydrofuran, and the mixture is stirred at room temperature for 30 minutes. 3.58 g (8.10 mmol) of 6-(4-tert.-butyldiphenylsilyloxyphenyl)-2-fluoro-3-hydroxypyridine and 1.70 g (13.35 mmol) of 1-octanol are then added. After a reaction time of 1.5 hours at room temperature, the solvent is distilled off, and the residue is purified by chromatography (silica gel,... The reactants are 1-1′-Azobis(N,N-dimethylformamide), C1(CCCCC1)CCC[C@H](CC(=O)OC(C)(C)C)C1=NC(=NO1)C(=O)NC (tert-butyl (3R)-6-cyclohexyl-3-{3-[(methylamino)carbonyl]-1,2,4-oxadiazol-5-yl}hexanoate), C(CCC)P(CCCC)CCCC (tributylphosphine), OCC1=NC=CC=C1 (2-hydroxymethylpyridine). Solvent: C1(=CC=CC=C1)C (toluene). Conditions: temperature 0 celsius, time 15 minute. The product is C1(CCCCC1)CCC[C@H](CC(=O)OC(C)(C)C)C1=NC(=NO1)C(=O)N(CC1=NC=CC=C1)C (tert-Butyl (3R)-6-cyclohexyl-3-(3{[methyl(2-pyridinylmethyl)amino]carbonyl}1,2,4-oxadiazol-5-yl)hexanoate). Isolated yield 45.0%. As a reaction SMILES: [CH:1]1([CH2:7][CH2:8][CH2:9][C@@H:10]([C:19]2[O:23][N:22]=[C:21]([C:24]([NH:26][CH3:27])=[O:25])[N:20]=2)[CH2:11][C:12]([O:14][C:15]([CH3:18])([CH3:17])[CH3:16])=[O:13])[CH2:6][CH2:5][CH2:4][CH2:3][CH2:2]1.C(P(CCCC)CCCC)CCC.O[CH2:42][C:43]1[CH:48]=[CH:47][CH:46]=[CH:45][N:44]=1>C1(C)C=CC=CC=1>[CH:1]1([CH2:7][CH2:8][CH2:9][C@@H:10]([C:19]2[O:23][N:22]=[C:21]([C:24]([N:26]([CH3:27])[CH2:42][C:43]3[CH:48]=[CH:47][CH:46]=[CH:45][N:44]=3)=[O:25])[N:20]=2)[CH2:11][C:12]([O:14][C:15]([CH3:17])([CH3:18])[CH3:16])=[O:13])[CH2:2][CH2:3][CH2:4][CH2:5][CH2:6]1. Procedure: 1-1′-Azobis(N,N-dimethylformamide) (645 mg, 3.75 mmol) was added to a cooled solution of tert-butyl (3R)-6-cyclohexyl-3-{3-[(methylamino)carbonyl]-1,2,4-oxadiazol-5-yl}hexanoate (Preparation 7) (1.42 g, 3.75 mmol), tributylphosphine (930 μl, 3.75 mmol) and 2-hydroxymethylpyridine (240 μl, 2.50 mmol) in toluene (10 ml) and the resulting mixture was stirred at 0° C. under a nitrogen atmosphere for 15 minutes, then at room temperature for 72 hours. The mixture was filtered and the solvent removed f... Starting materials: CCO, Cl, CN1C(=O)NC2(CCN(C(=O)OC(C)(C)C)CC2)C1=O. The product is Cl, CN1C(=O)NC2(CCNCC2)C1=O. As a reaction SMILES: [CH3:22][CH2:23][OH:24].[ClH:21].[O:1]=[C:2]1[NH:3][C:4]2([C:5](=[O:8])[N:6]1[CH3:7])[CH2:9][CH2:10][N:11]([C:14]([O:15][C:16]([CH3:17])([CH3:18])[CH3:19])=[O:20])[CH2:12][CH2:13]2>>[ClH:21].[O:1]=[C:2]1[NH:3][C:4]2([C:5](=[O:8])[N:6]1[CH3:7])[CH2:9][CH2:10][NH:11][CH2:12][CH2:13]2. The reactants are FC1=C(C2=C(C(=NO2)C)C=C1C=O)F (6,7-difluoro-3-methylbenzo[d]isoxazole-5-carbaldehyde), FC1=C(C2=C(C(=NO2)C)C=C1C=O)F (6,7-difluoro-3-methylbenzo[d]isoxazole-5-carbaldehyde), C[C@@H]1CNC[C@H](O1)C ((2R,6R)-2,6-dimethylmorpholine). Yields the product C[C@H]1O[C@@H](CN(C1)C1=C(C2=C(C(=NO2)C)C=C1C=O)F)C (6-((2R,6R)-2,6-dimethylmorpholino)-7-fluoro-3-methylbenzo[d]isoxazole-5-carbaldehyde). Reaction SMILES: F[C:2]1[C:11]([CH:12]=[O:13])=[CH:10][C:5]2[C:6]([CH3:9])=[N:7][O:8][C:4]=2[C:3]=1[F:14].[CH3:15][C@H:16]1[O:21][C@H:20]([CH3:22])[CH2:19][NH:18][CH2:17]1>>[CH3:22][C@@H:20]1[CH2:19][N:18]([C:2]2[C:11]([CH:12]=[O:13])=[CH:10][C:5]3[C:6]([CH3:9])=[N:7][O:8][C:4]=3[C:3]=2[F:14])[CH2:17][C@@H:16]([CH3:15])[O:21]1. Procedure: Starting materials: 6,7-difluoro-3-methylbenzo[d]isoxazole-5-carbaldehyde (Intermediate 374) and (2R,6R)-2,6-dimethylmorpholine.